The task is: describe an organic reaction: reactants, conditions, products, and yield. This data is from the Open Reaction Database (ORD), a public repository of structured organic reaction records. The product is CCCCC(N)C(O)C1(c2ccccc2)SCCCS1. Reactants: CCCCC(NC(=O)OC(C)(C)C)C(O)C1(c2ccccc2)SCCCS1, Cc1ccccc1, Cl, C1COCCO1. Reaction SMILES: [C:1]([O:2][C:3](=[O:4])[NH:7][CH:8]([CH2:9][CH2:10][CH2:11][CH3:12])[CH:13]([C:14]1([c:20]2[cH:21][cH:22][cH:23][cH:24][cH:25]2)[S:15][CH2:16][CH2:17][CH2:18][S:19]1)[OH:26])([CH3:5])([CH3:6])[CH3:27].[CH3:35][c:36]1[cH:37][cH:38][cH:39][cH:40][cH:41]1.[ClH:28].[O:29]1[CH2:30][CH2:31][O:32][CH2:33][CH2:34]1>>[NH2:7][CH:8]([CH2:9][CH2:10][CH2:11][CH3:12])[CH:13]([C:14]1([c:20]2[cH:21][cH:22][cH:23][cH:24][cH:25]2)[S:15][CH2:16][CH2:17][CH2:18][S:19]1)[OH:26]. Starting materials: C(C)(C)(C)O (tert-butanol), C(C)N=C=NCCCN(C)C (1-ethyl-3-(3-dimethylaminopropyl)carbodiimide), O (Water), OP(=O)CC(C(=O)OC(C)(C)C)CCC(=O)OC(C)(C)C (di-tert-butyl 2-[(hydroxyphosphinyl)methyl]pentane-1,5-dioate). Reagents/catalysts: CN(C1=CC=NC=C1)C (4-dimethylaminopyridine). Run in ClCCl (dichloromethane), ClCCl (dichloromethane). Conditions: time 8 hour. Yields the product C(C)(C)(C)OP(=O)CC(C(=O)OC(C)(C)C)CCC(=O)OC(C)(C)C (Di-tert-butyl 2-[(tert-butoxyphosphinyl)methyl]pentanedioate). Isolated yield 70.3%. As a reaction SMILES: [OH:1][PH:2]([CH2:4][CH:5]([CH2:13][CH2:14][C:15]([O:17][C:18]([CH3:21])([CH3:20])[CH3:19])=[O:16])[C:6]([O:8][C:9]([CH3:12])([CH3:11])[CH3:10])=[O:7])=[O:3].[C:22](O)([CH3:25])([CH3:24])[CH3:23].C(N=C=NCCCN(C)C)C.O>ClCCl.CN(C)C1C=CN=CC=1>[C:22]([O:3][PH:2]([CH2:4][CH:5]([CH2:13][CH2:14][C:15]([O:17][C:18]([CH3:21])([CH3:20])[CH3:19])=[O:16])[C:6]([O:8][C:9]([CH3:10])([CH3:11])[CH3:12])=[O:7])=[O:1])([CH3:25])([CH3:24])[CH3:23]. Procedure: To a solution of di-tert-butyl 2-[(hydroxyphosphinyl)methyl]pentane-1,5-dioate (315 g, 0.977 mol) in dichloromethane (1000 ml) cooled in an ice bath and under nitrogen were added tert-butanol (123.1 g, 1.66 mol), 4-dimethylaminopyridine (1 g, 8.2 mmol), and 1-ethyl-3-(3-dimethylaminopropyl)carbodiimide (281 g, 1.47 mol). The reaction was allowed to stir overnight. Water was added to the reaction mixture and the dichloromethane layer was retained and dried, and the solvent was removed under reduc... The reactants are COCC1OC(n2cnc3c(NCC(c4ccccc4)c4ccccc4)nc(COS(C)(=O)=O)nc32)C(O)C1O, ClCCl, NCCN1CCCCC1. The product is COCC1OC(n2cnc3c(NCC(c4ccccc4)c4ccccc4)nc(CNCCN4CCCCC4)nc32)C(O)C1O. RXN SMILES: [CH3:1][S:2]([O:3][CH2:6][c:7]1[n:8][c:9]([NH:26][CH2:27][CH:28]([c:29]2[cH:30][cH:31][cH:32][cH:33][cH:34]2)[c:35]2[cH:36][cH:37][cH:38][cH:39][cH:40]2)[c:10]2[n:11][cH:12][n:13]([CH:16]3[O:17][CH:18]([CH2:23][O:24][CH3:25])[CH:19]([OH:22])[CH:20]3[OH:21])[c:14]2[n:15]1)(=[O:4])=[O:5].[Cl:50][CH2:51][Cl:52].[N:41]1([CH2:47][CH2:48][NH2:49])[CH2:42][CH2:43][CH2:44][CH2:45][CH2:46]1>>[CH2:6]([c:7]1[n:8][c:9]([NH:26][CH2:27][CH:28]([c:29]2[cH:30][cH:31][cH:32][cH:33][cH:34]2)[c:35]2[cH:36][cH:37][cH:38][cH:39][cH:40]2)[c:10]2[n:11][cH:12][n:13]([CH:16]3[O:17][CH:18]([CH2:23][O:24][CH3:25])[CH:19]([OH:22])[CH:20]3[OH:21])[c:14]2[n:15]1)[NH:49][CH2:48][CH2:47][N:41]1[CH2:42][CH2:43][CH2:44][CH2:45][CH2:46]1.